This data is from the Open Reaction Database (ORD), a public repository of structured organic reaction records. The task is: describe an organic reaction: reactants, conditions, products, and yield Product: Cn1cnc(S(=O)(=O)N(Cc2ccc(-n3cccn3)cc2)Cc2cccc(OCC(=O)OC(C)(C)C)c2)c1. As a reaction SMILES: [C:1]([CH3:2])([CH3:3])([CH3:4])[O:5][C:6]([CH2:7][O:8][c:9]1[cH:10][c:11]([CH2:15][NH:16][CH2:17][c:18]2[cH:19][cH:20][c:21](-[n:24]3[n:25][cH:26][cH:27][cH:28]3)[cH:22][cH:23]2)[cH:12][cH:13][cH:14]1)=[O:29].[CH3:30][n:31]1[cH:32][n:33][c:34]([S:36](=[O:37])(=[O:38])[Cl:39])[cH:35]1>>[C:1]([CH3:2])([CH3:3])([CH3:4])[O:5][C:6]([CH2:7][O:8][c:9]1[cH:10][c:11]([CH2:15][N:16]([CH2:17][c:18]2[cH:19][cH:20][c:21](-[n:24]3[n:25][cH:26][cH:27][cH:28]3)[cH:22][cH:23]2)[S:36]([c:34]2[n:33][cH:32][n:31]([CH3:30])[cH:35]2)(=[O:37])=[O:38])[cH:12][cH:13][cH:14]1)=[O:29]. The reactants are CC(C)(C)OC(=O)COc1cccc(CNCc2ccc(-n3cccn3)cc2)c1, Cn1cnc(S(=O)(=O)Cl)c1. Reactants: C[Sn](C)(C)Cl (trimethyltin chloride), C(C)(C)(C)[Li] (t-butyllithium), CCCCC (pentane), COC1=CC=C(NC(OC(C)(C)C)=O)C=C1 (tert-butyl 4-methoxycarbanilate). The solvent is CCOCC (ether), CCOCC (ether). Reaction conditions: temperature -20 celsius, time 5 hour. Yields the product COC1=CC(=C(NC(OC(C)(C)C)=O)C=C1)[Sn](C)(C)C (tert-Butyl 4-Methoxy-2-(trimethylstannyl)carbanilate). Isolated yield 86.3%. As a reaction SMILES: C([Li])(C)(C)C.CCCCC.[CH3:11][O:12][C:13]1[CH:26]=[CH:25][C:16]([NH:17][C:18](=[O:24])[O:19][C:20]([CH3:23])([CH3:22])[CH3:21])=[CH:15][CH:14]=1.[CH3:27][Sn:28](Cl)([CH3:30])[CH3:29]>CCOCC>[CH3:11][O:12][C:13]1[CH:26]=[CH:25][C:16]([NH:17][C:18](=[O:24])[O:19][C:20]([CH3:23])([CH3:21])[CH3:22])=[C:15]([Sn:28]([CH3:30])([CH3:29])[CH3:27])[CH:14]=1. Reported procedure: A solution of t-butyllithium in pentane (1.70M, 148 mL, 251 mmol, 2.50 equiv) was added via cannula to a solution of tert-butyl 4-methoxycarbanilate (22.4 g, 100 mmol, 1 equiv) in ether (500 mL) at -20° C., producing a cloudy yellow solution. After stirring at -20° C. for 5 h, the reaction mixture was cooled to -78° C. and a solution of trimethyltin chloride (50.0 g, 251 mmol, 2.50 equiv) in ether (50 mL) was added via cannula. After the addition, the reaction mixture was warmed to -20° C. and w... Starting materials: Cn1cccc(C2c3cc(N)ccc3OC(C)(C)C2O)c1=O, O=CO, c1ccncc1. Yields the product Cn1cccc(C2c3cc(NC=O)ccc3OC(C)(C)C2O)c1=O. Reaction SMILES: [CH3:1][C:2]1([CH3:22])[O:3][c:4]2[cH:5][cH:6][c:7]([NH2:21])[cH:8][c:9]2[CH:10]([c:13]2[c:14](=[O:20])[n:15]([CH3:19])[cH:16][cH:17][cH:18]2)[CH:11]1[OH:12].[CH:23](=[O:24])[OH:25].[cH:26]1[cH:27][cH:28][n:29][cH:30][cH:31]1>>[CH3:1][C:2]1([CH3:22])[O:3][c:4]2[cH:5][cH:6][c:7]([NH:21][CH:23]=[O:24])[cH:8][c:9]2[CH:10]([c:13]2[c:14](=[O:20])[n:15]([CH3:19])[cH:16][cH:17][cH:18]2)[CH:11]1[OH:12]. The reactants are [Al+3], C1CCOC1, [H-], [H-], [H-], [H-], [Li+], CCCCCCCCCCCCCCCCCCC(N)C(N)=O. Yields the product CCCCCCCCCCCCCCCCCCC(N)CN. Reaction SMILES: [Al+3:25].[CH2:30]1[O:31][CH2:32][CH2:33][CH2:34]1.[H-:24].[H-:27].[H-:28].[H-:29].[Li+:26].[NH2:1][CH:2]([C:3](=[O:4])[NH2:5])[CH2:6][CH2:7][CH2:8][CH2:9][CH2:10][CH2:11][CH2:12][CH2:13][CH2:14][CH2:15][CH2:16][CH2:17][CH2:18][CH2:19][CH2:20][CH2:21][CH2:22][CH3:23]>>[NH2:1][CH:2]([CH2:3][NH2:5])[CH2:6][CH2:7][CH2:8][CH2:9][CH2:10][CH2:11][CH2:12][CH2:13][CH2:14][CH2:15][CH2:16][CH2:17][CH2:18][CH2:19][CH2:20][CH2:21][CH2:22][CH3:23]. Starting materials: [H-].[Na+] (NaH), C1=CC=CC=2C3=CC=CC=C3NC12 (carbazole), [H-].[Na+] (NaH), ClC1=NC(=CC=C1)Cl (2,6-dichloropyridine), [H-].[Na+] (NaH), O (water). The solvent is CN(C)C=O (DMF). Run at temperature 160 celsius, time 60 minute. Product: C1=CC=CC=2C3=CC=CC=C3N(C12)C1=NC(=CC=C1)N1C2=CC=CC=C2C=2C=CC=CC12 (2,6-Di(carbazol-9-yl)pyridine). Isolated yield 80.4%. RXN SMILES: [CH:1]1[C:13]2[NH:12][C:11]3[C:6](=[CH:7][CH:8]=[CH:9][CH:10]=3)[C:5]=2[CH:4]=[CH:3][CH:2]=1.Cl[C:15]1[CH:20]=[CH:19][CH:18]=[C:17](Cl)[N:16]=1.[H-].[Na+].O>CN(C=O)C>[CH:10]1[C:11]2[N:12]([C:15]3[CH:20]=[CH:19][CH:18]=[C:17]([N:12]4[C:13]5[CH:1]=[CH:2][CH:3]=[CH:4][C:5]=5[C:6]5[C:11]4=[CH:10][CH:9]=[CH:8][CH:7]=5)[N:16]=3)[C:13]3[C:5](=[CH:4][CH:3]=[CH:2][CH:1]=3)[C:6]=2[CH:7]=[CH:8][CH:9]=1 |f:2.3|. Reported procedure: To a solution of carbazole (97.0 g, 0.58 mol) and 2,6-dichloropyridine (41.0 g, 0.28 mol) in dry DMF (200.0 ml) was slowly added NaH (20.0 g, 0.83 mol) at room temperature under nitrogen atmosphere and stirring. The addition of NaH was taken over 60 minutes. After the addition of NaH, the mixture was heated to 160° C. and kept at this temperature for 12 hours. After cooling, water (300.0 ml) was added into the reaction mixture. The product as a brown solid was collected by filtration. The crude ... The reactants are C(C1=CC=CC=C1)N1C=C(C2=CC=C(C=C12)C1=CC(=CC=C1)Cl)C(C(=O)OCC)=O (ethyl [1-benzyl-6-(3-chlorophenyl)-1H-indol-3-yl](oxo)acetate), [OH-].[K+] (potassium hydroxide). Run in C1CCOC1 (THF), O (water). The product is C(C1=CC=CC=C1)N1C=C(C2=CC=C(C=C12)C1=CC(=CC=C1)Cl)C(C(=O)O)=O ([1-Benzyl-6-(3-chlorophenyl)-1H-indol-3-yl](oxo)acetic acid). The yield is 60.3%. Reaction SMILES: [CH2:1]([N:8]1[C:16]2[C:11](=[CH:12][CH:13]=[C:14]([C:17]3[CH:22]=[CH:21][CH:20]=[C:19]([Cl:23])[CH:18]=3)[CH:15]=2)[C:10]([C:24](=[O:30])[C:25]([O:27]CC)=[O:26])=[CH:9]1)[C:2]1[CH:7]=[CH:6][CH:5]=[CH:4][CH:3]=1.[OH-].[K+]>C1COCC1.O>[CH2:1]([N:8]1[C:16]2[C:11](=[CH:12][CH:13]=[C:14]([C:17]3[CH:22]=[CH:21][CH:20]=[C:19]([Cl:23])[CH:18]=3)[CH:15]=2)[C:10]([C:24](=[O:30])[C:25]([OH:27])=[O:26])=[CH:9]1)[C:2]1[CH:3]=[CH:4][CH:5]=[CH:6][CH:7]=1 |f:1.2|. Reported procedure: {1-Benzyl-6-(3-chlorophenyl)-1H-indol-3-yl](oxo)acetic acid was prepared from ethyl [1-benzyl-6-(3-chlorophenyl)-1H-indol-3-yl](oxo)acetate (0.489 g, 1.17 mmol), and potassium hydroxide (0.214 g, 3.81 mmol) in THF (10 mL) and water (10 mL), according to the procedure described in Step 4 of Example 5. Crystallization from acetonitrile and drying for 24 hours at 94° C. furnished the title compound as a yellow solid (0.275 g, 60%), mp: 186-188° C. Mass spectrum (−ESI, [M−H]−) m/z 388; 1HNMR (500 MH... Starting materials: Br, CC(=O)O, Cc1ccc(C(C)O)cc1. The product is Cc1ccc(C(C)Br)cc1. Reaction SMILES: [BrH:1].[C:12]([OH:13])(=[O:14])[CH3:15].[OH:2][CH:3]([CH3:4])[c:5]1[cH:6][cH:7][c:8]([CH3:11])[cH:9][cH:10]1>>[Br:1][CH:3]([CH3:4])[c:5]1[cH:6][cH:7][c:8]([CH3:11])[cH:9][cH:10]1. Reactants: C(C#C)N1CCCCC1 (1-(2-propynyl)-piperidine), FC=1C(=C2/C(/C(NC2=CC1)=O)=C/C1=C(N=CN1)C)I ((Z)-1,3-dihydro-5-fluoro-4-iodo-3-[(4-methyl-1H-imidazol-5-yl)methylene]-2H-indol-2-one), FC=1C(=C2/C(/C(NC2=CC1)=O)=C/C1=C(N=CN1)C)I ((Z)-1,3-dihydro-5-fluoro-4-iodo-3-[(4-methyl-1H-imidazol-5-yl)methylene]-2H-indol-2-one). The reagents and catalysts are C=1C=CC(=CC1)[P](C=2C=CC=CC2)(C=3C=CC=CC3)[Pd]([P](C=4C=CC=CC4)(C=5C=CC=CC5)C=6C=CC=CC6)([P](C=7C=CC=CC7)(C=8C=CC=CC8)C=9C=CC=CC9)[P](C=1C=CC=CC1)(C=1C=CC=CC1)C=1C=CC=CC1 ((Ph3P)4Pd). The solvent is CCN(CC)CC (Et3N), CN(C)C=O (DMF). Yields the product FC=1C(=C2/C(/C(NC2=CC1)=O)=C/C1=C(N=CN1)C)C#CCN1CCCCC1 ((Z)-1,3-dihydro-5-fluoro-3-[(4-methyl-1H-imidazol-5-yl)methylene]-4-[3-(1-piperidinyl)-1-propynyl]-2H-indol-2-one). As a reaction SMILES: [CH2:1]([N:4]1[CH2:9][CH2:8][CH2:7][CH2:6][CH2:5]1)[C:2]#[CH:3].[F:10][C:11]1[C:12](I)=[C:13]2[C:17](=[CH:18][CH:19]=1)[NH:16][C:15](=[O:20])/[C:14]/2=[CH:21]\[C:22]1[NH:26][CH:25]=[N:24][C:23]=1[CH3:27]>C1C=CC([P]([Pd]([P](C2C=CC=CC=2)(C2C=CC=CC=2)C2C=CC=CC=2)([P](C2C=CC=CC=2)(C2C=CC=CC=2)C2C=CC=CC=2)[P](C2C=CC=CC=2)(C2C=CC=CC=2)C2C=CC=CC=2)(C2C=CC=CC=2)C2C=CC=CC=2)=CC=1.CN(C=O)C.CCN(CC)CC>[F:10][C:11]1[C:12]([C:3]#[C:2][CH2:1][N:4]2[CH2:9][CH2:8][CH2:7][CH2:6][CH2:5]2)=[C:13]2[C:17](=[CH:18][CH:19]=1)[NH:16][C:15](=[O:20])/[C:14]/2=[CH:21]\[C:22]1[NH:26][CH:25]=[N:24][C:23]=1[CH3:27] |^1:32,34,53,72|. Reported procedure: Using Method C above, 1-(2-propynyl)-piperidine (41.3 mg, 0.34 mmol) (prepared according to Kano et al. supra) was coupled with (Z)-1,3-dihydro-5-fluoro-4-iodo-3-[(4-methyl-1H-imidazol-5-yl)methylene]-2H-indol-2-one (Starting Material 3 supra) (50 mg, 0.135 mmol) using (Ph3P)4Pd (16 mg) and Cul (3 mg) as catalyst in DMF (3 mL) and Et3N (3 mL) as solvent at 80° C. for 5 h to give (Z)-1,3-dihydro-5-fluoro-3-[(4-methyl-1H-imidazol-5-yl)methylene]-4-[3-(1-piperidinyl)-1-propynyl]-2H-indol-2-one. (Yi... Product: COC(=O)C1(CCC(CC1)=C)NC(C1=CC(=C(C=C1)OC)OCCC=1C=C(C=CC1)C)=O (1-[4-Methoxy-3-(2-m-tolyl-ethoxy)-benzoylamino]-4-methylene-cyclohexanecarboxylic acid methyl ester). Solvent: C1CCOC1 (THF). The reagents and catalysts are [Br-].C[P+](C1=CC=CC=C1)(C1=CC=CC=C1)C1=CC=CC=C1 (Methyltriphenylphosphonium bromide). Run at time 1 hour. RXN SMILES: C[Si]([N-][Si](C)(C)C)(C)C.[K+].[CH3:11][O:12][C:13]([C:15]1([NH:22][C:23](=[O:42])[C:24]2[CH:29]=[CH:28][C:27]([O:30][CH3:31])=[C:26]([O:32][CH2:33][CH2:34][C:35]3[CH:36]=[C:37]([CH3:41])[CH:38]=[CH:39][CH:40]=3)[CH:25]=2)[CH2:20][CH2:19][C:18](=O)[CH2:17][CH2:16]1)=[O:14].[CH3:43]O.P([O-])(O)(O)=O.[Na+]>[Br-].C[P+](C1C=CC=CC=1)(C1C=CC=CC=1)C1C=CC=CC=1.C1COCC1>[CH3:11][O:12][C:13]([C:15]1([NH:22][C:23](=[O:42])[C:24]2[CH:29]=[CH:28][C:27]([O:30][CH3:31])=[C:26]([O:32][CH2:33][CH2:34][C:35]3[CH:36]=[C:37]([CH3:41])[CH:38]=[CH:39][CH:40]=3)[CH:25]=2)[CH2:20][CH2:19][C:18](=[CH2:43])[CH2:17][CH2:16]1)=[O:14] |f:0.1,4.5,6.7|. Starting materials: C[Si](C)(C)[N-][Si](C)(C)C.[K+] (Potassium bis(trimethylsilyl)amide), COC(=O)C1(CCC(CC1)=O)NC(C1=CC(=C(C=C1)OC)OCCC=1C=C(C=CC1)C)=O (1-[4-Methoxy-3-(2-m-tolyl-ethoxy)-benzoylamino]-4-oxo-cyclohexanecarboxylic acid methyl ester), CO (Methanol), P(=O)(O)(O)[O-].[Na+] (sodium dihydrogenphosphate). Procedure details: Methyltriphenylphosphonium bromide (4.88 g, 13.7 mmol) was suspended in THF. Potassium bis(trimethylsilyl)amide (13.6 mmol, solution in toluene) was added slowly and the mixture was stirred at room temperature for 1 h. The mixture was cooled in a acetone/dry ice bath and the compound of step 1 of example 55 (3.00 g, 6.83 mmol) was added. The mixture was warmed to room temperature and stirred overnight. Methanol and an aqueous sodium dihydrogenphosphate solution were added. The mixture was extrac...